This data is from the Open Reaction Database (ORD), a public repository of structured organic reaction records. The task is: describe an organic reaction: reactants, conditions, products, and yield Reactants: COC(C(=C)C)=O (methylmethacrylate), C(C(=C)C)(=O)OCC (ethyl methacrylate). Product: C(C(=C)C)(=O)OC.C(C(=C)C)(=O)OCC (Methyl Methacrylate Ethyl Methacrylate). Reaction SMILES: [CH3:1][O:2][C:3](=[O:7])[C:4]([CH3:6])=[CH2:5].[C:8]([O:13][CH2:14][CH3:15])(=[O:12])[C:9]([CH3:11])=[CH2:10]>>[C:3]([O:2][CH3:1])(=[O:7])[C:4]([CH3:6])=[CH2:5].[C:8]([O:13][CH2:14][CH3:15])(=[O:12])[C:9]([CH3:11])=[CH2:10] |f:2.3|. Procedure: Prepare polymeric foam in the manner described using a copolymer that is 50 wt % methylmethacrylate and 50 wt % ethyl methacrylate by monomer weight using process parameter in Table 2. The copolymer has a glass transition temperature of 96° C. Resulting polymeric foam properties are also in Table 2. Starting materials: CC(=O)C(C)(C)C, CCO, O=Cc1ccc(Cl)cc1Cl, [Na+], [OH-]. The product is CC(C)(C)C(=O)C=Cc1ccc(Cl)cc1Cl. RXN SMILES: [CH3:11][C:12]([C:13]([CH3:14])([CH3:15])[CH3:16])=[O:17].[CH3:18][CH2:19][OH:20].[Cl:1][c:2]1[c:3]([CH:4]=[O:5])[cH:6][cH:7][c:8]([Cl:10])[cH:9]1.[Na+:22].[OH-:21]>>[Cl:1][c:2]1[c:3]([CH:4]=[CH:11][C:12]([C:13]([CH3:14])([CH3:15])[CH3:16])=[O:17])[cH:6][cH:7][c:8]([Cl:10])[cH:9]1.